This data is from the Open Reaction Database (ORD), a public repository of structured organic reaction records. The task is: describe an organic reaction: reactants, conditions, products, and yield Reactants: ClC1=CC(=C(C=C1Cl)[N+](=O)[O-])NC(=O)C(=O)OCC (4,5-dichloro-2-ethoxalylamino-1-nitrobenzene), CN(C=O)C (dimethylformamide), N (ammonia). Reagents/catalysts: [Pd] (Pd-C). Run in O1CCCC1 (tetrahydrofuran). Product: Cl (hydrochloric acid), ClC=1C=C2NC(C(N(C2=CC1Cl)O)=O)=O (6,7-dichloro-1-hydroxyquinoxaline-2,3(1H,4H)-dione). The yield is 87.2%. As a reaction SMILES: [Cl:1][C:2]1[C:7]([Cl:8])=[CH:6][C:5]([N+:9]([O-])=[O:10])=[C:4]([NH:12][C:13]([C:15]([O:17]CC)=O)=[O:14])[CH:3]=1.CN(C)C=O.N>O1CCCC1.[Pd]>[ClH:1].[Cl:1][C:2]1[CH:3]=[C:4]2[C:5](=[CH:6][C:7]=1[Cl:8])[N:9]([OH:10])[C:15](=[O:17])[C:13](=[O:14])[NH:12]2. Reported procedure: To a solution of 0.4 g (1.3 mmol) 4,5-dichloro-2-ethoxalylamino-1-nitrobenzene in 30 ml tetrahydrofuran was added 10 ml dimethylformamide and 0.4 ml 25% aqueous ammonia. The mixture was hydrogenated at atm. pressure by using 50 mg 5% Pd-C as a catalyst. The precipitate was filtered off and washed with tetrahydrofuran. The filter cake was washed several times with 5% aqueous potassium hydroxide. Acidification of the filtrate with 4N hydrochloric acid gave 0.14 g (45%) of 6,7-dichloro-1-hydroxyqui... Reactants: OC1=CC=CC2=C1C(=C(O2)/C=C/C(=O)O)C (E-3-(4-hydroxy-3-methylbenzofuran-2-yl)propenoic acid), O.NN (hydrazine hydrate). Reagents/catalysts: O.S(=O)(=O)([O-])[O-].[Cu+2] (copper sulfate monohydrate). The solvent is CO (methanol). The product is OC1=CC=CC2=C1C(=C(O2)CCC(=O)O)C (3-(4-Hydroxy-3-methylbenzofuran-2-yl)propionic acid). The yield is 21.6%. Reaction SMILES: [OH:1][C:2]1[C:7]2[C:8]([CH3:16])=[C:9](/[CH:11]=[CH:12]/[C:13]([OH:15])=[O:14])[O:10][C:6]=2[CH:5]=[CH:4][CH:3]=1.O.NN>O.S([O-])([O-])(=O)=O.[Cu+2].CO>[OH:1][C:2]1[C:7]2[C:8]([CH3:16])=[C:9]([CH2:11][CH2:12][C:13]([OH:15])=[O:14])[O:10][C:6]=2[CH:5]=[CH:4][CH:3]=1 |f:1.2,3.4.5|. Reported procedure: A mixture of E-3-(4-hydroxy-3-methylbenzofuran-2-yl)propenoic acid (4.5 g, 20 mmoles), methanol (250 ml), 99% hydrazine hydrate (5 ml) and copper sulfate monohydrate (3 crystals) was stirred at room temperature for several days. The mixture was filtered and concentrated to remove methanol. The aqueous residue was acidified with 20% citric acid solution and extracted with diethyl ether. The ether solution was dried with Na2SO4, filtered, concentrated and chromatographed to obtain 950 mg of the ti... Solvent: CCCCCC.C(C)(=O)OCC (hexane ethyl acetate). Isolated yield 203.4%. The reactants are solution, FC(C=1C=C(C=CC1)NC(C(C1=CC=CC=C1)NCC)=O)(F)F (N-(3-trifluoromethylphenyl)-2-ethylamino-2-phenylacetamide), C=O (paraformaldehyde), C([O-])([O-])=O.[K+].[K+] (potassium carbonate). As a reaction SMILES: [F:1][C:2]([F:23])([F:22])[C:3]1[CH:4]=[C:5]([NH:9][C:10](=[O:21])[CH:11]([NH:18][CH2:19][CH3:20])[C:12]2[CH:17]=[CH:16][CH:15]=[CH:14][CH:13]=2)[CH:6]=[CH:7][CH:8]=1.C=O.[C:26](=O)([O-])[O-].[K+].[K+]>CCCCCC.C(OCC)(=O)C>[CH2:19]([N:18]1[CH:11]([C:12]2[CH:17]=[CH:16][CH:15]=[CH:14][CH:13]=2)[C:10](=[O:21])[N:9]([C:5]2[CH:6]=[CH:7][CH:8]=[C:3]([C:2]([F:22])([F:23])[F:1])[CH:4]=2)[CH2:26]1)[CH3:20] |f:2.3.4,5.6|. Product: C(C)N1CN(C(C1C1=CC=CC=C1)=O)C1=CC(=CC=C1)C(F)(F)F (1-ethyl-5-phenyl-3-(3-trifluoromethylphenyl) imidazolidine-4-one). Procedure: An ethanolic (50 mL) solution of the above N-aryl-2-ethylamino-2-phenylacetamide prepared in Example II (6.8 grams, 0.02 mol) and paraformaldehyde (0.65 grams, 0.02 mol) and potassium carbonate (1.5 grams, 0.01 mol) was heated under reflux for 2 hours. The reaction was followed by thin layer chromatography (3:1 hexane-ethyl acetate). The mixture was concentrated in a rotary evaporator. The product was extracted into ethyl acetate and washed with water and isolated to give the desired 1-ethyl-5-p...